From a dataset of the Open Reaction Database (ORD), a public repository of structured organic reaction records. describe an organic reaction: reactants, conditions, products, and yield Reactants: FC1=C(C(=CC=C1N1CCN(CC1)C)[N+](=O)[O-])N (2-Fluoro-3-(4-methyl-piperazin-1-yl)-6-nitro-phenylamine), Cl.NO (hydroxylamine HCl), N1=CC=CC=C1 (pyridine). Run in C(C)O (ethanol). Reaction conditions: time 8 hour. The product is C1(CCCC1)N1CCN(CC1)C=1C=C(C(=CC1)N)N (4-(4-Cyclopentyl-piperazin-1-yl)-benzene-1,2-diamine). Reaction SMILES: F[C:2]1[C:7]([N:8]2[CH2:13][CH2:12][N:11]([CH3:14])[CH2:10][CH2:9]2)=[CH:6][CH:5]=[C:4]([N+:15]([O-])=O)[C:3]=1[NH2:18].Cl.NO.N1C=[CH:26][CH:25]=[CH:24][CH:23]=1>C(O)C>[CH:14]1([N:11]2[CH2:12][CH2:13][N:8]([C:7]3[CH:2]=[C:3]([NH2:18])[C:4]([NH2:15])=[CH:5][CH:6]=3)[CH2:9][CH2:10]2)[CH2:26][CH2:25][CH2:24][CH2:23]1 |f:1.2|. Procedure details: A 50 mL round bottom flask was charged with 1 (680 mg, 2.5 mmol), hydroxylamine HCl (191 mg, 2.75 mmol), pyridine (0.25 mL, 3.0 mmol) and ethanol (10 mL). The resulting reaction mixture was stirred at rt overnight. The crude product was concentrated, absorbed onto silica gel, and purified by flash chromatography (97:3 CH2Cl2/MeOH to give 2 as an orange solid. LCMS m/z 289.2 (MH+), tR=2.06 min. Reactants: O=C(O)c1ccc(Br)s1, COC(=O)c1ccc(N)cc1. The reagents and catalysts are CN(C)C(=[N+](C)C)ON1C2=C(C=CC(=C2)Cl)N=N1.F[P-](F)(F)(F)(F)F (HCTU), CCN(C(C)C)C(C)C (DIPEA). Solvent: CN(C)C=O (DMF), CN(C)C=O (DMF), CN(C)C=O (DMF), CN(C)C=O (DMF), CN(C)C=O (DMF), CN(C)C=O (DMF). Reaction conditions: temperature 25 celsius, time 2 hour. Product: COC(=O)c1ccc(NC(=O)c2ccc(Br)s2)cc1. Yield: 41.6%. RXN SMILES: COC(=O)c1ccc(N)cc1.O=C(O)c1ccc(Br)s1.CN(C)C(=[N+](C)C)ON1C2=C(C=CC(=C2)Cl)N=N1.F[P-](F)(F)(F)(F)F.CCN(C(C)C)C(C)C.CN(C)C=O>>COC(=O)c1ccc(NC(=O)c2ccc(Br)s2)cc1. The reactants are CS(=O)c1cc(N2CCC3(CC2)OCCO3)nc2sc(C(N)=O)c(N)c12, [Na], O, OCC(F)(F)F. Reaction SMILES: [NH2:8][c:9]1[c:10]([C:31](=[O:32])[NH2:33])[s:11][c:12]2[n:13][c:14]([N:21]3[CH2:22][CH2:23][C:24]4([O:25][CH2:26][CH2:27][O:28]4)[CH2:29][CH2:30]3)[cH:15][c:16]([S:18]([CH3:19])=[O:20])[c:17]12.[Na:7].[OH2:34].[OH:1][CH2:2][C:3]([F:4])([F:5])[F:6]>>[O:1]([CH2:2][C:3]([F:4])([F:5])[F:6])[c:16]1[cH:15][c:14]([N:21]2[CH2:22][CH2:23][C:24]3([O:25][CH2:26][CH2:27][O:28]3)[CH2:29][CH2:30]2)[n:13][c:12]2[s:11][c:10]([C:31](=[O:32])[NH2:33])[c:9]([NH2:8])[c:17]21. Product: NC(=O)c1sc2nc(N3CCC4(CC3)OCCO4)cc(OCC(F)(F)F)c2c1N. Reactants: C(C=C)OC(=O)N[C@H](C(=O)O)CSSC(C)(C)C ((R)-2-(allyloxycarbonylamino)-3-(tert-butyldisulfanyl)propanoic acid), ON1C(CCC1=O)=O (N-hydroxysuccinimide), Cl (hydrochloric acid), C(C)(C)N(C(C)C)CC (N,N-diisopropylethylamine), N([C@@H](CCCCN)C(=O)O)C(=O)OCC1C2=CC=CC=C2C2=CC=CC=C12 (Fmoc-Lys-OH), Cl.CN(CCCN=C=NCC)C (1-(3-dimethylaminopropyl)-3-ethylcarbodiimide hydrochloride). Solvent: ClCCl (dichloromethane), ClCCl (Dichloromethane). Conditions: time 20 hour. Yields the product C1=CC=CC=2C3=CC=CC=C3C(C12)COC(=O)N[C@H](C(=O)O)CCCCNC([C@H](CSSC(C)(C)C)NC(=O)OCC=C)=O ((S)-2-(((9H-fluoren-9-yl)methoxy)carbonylamino)-6-((R)-2-(allyloxycarbonylamino)-3-(tert-butyldisulfanyl)propanamido)hexanoic acid). The yield is 63.8%. Reaction SMILES: [CH2:1]([O:4][C:5]([NH:7][C@@H:8]([CH2:12][S:13][S:14][C:15]([CH3:18])([CH3:17])[CH3:16])[C:9]([OH:11])=O)=[O:6])[CH:2]=[CH2:3].ON1C(=O)CCC1=O.Cl.CN(C)CCCN=C=NCC.C(N(CC)C(C)C)(C)C.[NH:48]([C:58]([O:60][CH2:61][CH:62]1[C:74]2[C:69](=[CH:70][CH:71]=[CH:72][CH:73]=2)[C:68]2[C:63]1=[CH:64][CH:65]=[CH:66][CH:67]=2)=[O:59])[C@H:49]([C:55]([OH:57])=[O:56])[CH2:50][CH2:51][CH2:52][CH2:53][NH2:54].Cl>ClCCl>[CH:64]1[C:63]2[CH:62]([CH2:61][O:60][C:58]([NH:48][C@@H:49]([CH2:50][CH2:51][CH2:52][CH2:53][NH:54][C:9](=[O:11])[C@@H:8]([NH:7][C:5]([O:4][CH2:1][CH:2]=[CH2:3])=[O:6])[CH2:12][S:13][S:14][C:15]([CH3:18])([CH3:17])[CH3:16])[C:55]([OH:57])=[O:56])=[O:59])[C:74]3[C:69](=[CH:70][CH:71]=[CH:72][CH:73]=3)[C:68]=2[CH:67]=[CH:66][CH:65]=1 |f:2.3|. Procedure details: A solution of (R)-2-(allyloxycarbonylamino)-3-(tert-butyldisulfanyl)propanoic acid (Alloc-Cys(StBu)-OH) (1.9 g, 6.48 mmol) and N-hydroxysuccinimide (0.745 g, 6.48 mmol) in dichloromethane (10 ml) was cooled to 0° C., after which 1-(3-dimethylaminopropyl)-3-ethylcarbodiimide hydrochloride (EDC.HCl, 1.24 g, 6.48 mmol) was added and the reaction solution was stirred at room temperature for 20 hours. After 20 hours, the reaction solution was cooled to 0° C., after which N,N-diisopropylethylamine (2.... The reactants are [Al+3], CCOC(=O)CCCCn1c(C(C)C)nc2ccccc21, [H-], [H-], [H-], [H-], [Li+], C1CCOC1. The product is CC(C)c1nc2ccccc2n1CCCCCO. As a reaction SMILES: [Al+3:23].[C:1](=[O:2])([O:3][CH2:4][CH3:5])[CH2:6][CH2:7][CH2:8][CH2:9][n:10]1[c:11]([CH:19]([CH3:20])[CH3:21])[n:12][c:13]2[c:14]1[cH:15][cH:16][cH:17][cH:18]2.[H-:22].[H-:25].[H-:26].[H-:27].[Li+:24].[O:28]1[CH2:29][CH2:30][CH2:31][CH2:32]1>>[CH2:1]([OH:2])[CH2:6][CH2:7][CH2:8][CH2:9][n:10]1[c:11]([CH:19]([CH3:20])[CH3:21])[n:12][c:13]2[c:14]1[cH:15][cH:16][cH:17][cH:18]2. The reactants are CC(=O)OC(C)=O, CN(C)c1ccncc1, CN1C(=O)CC(=O)N(C)C1=O, ClCCl. Yields the product CC(=O)C1C(=O)N(C)C(=O)N(C)C1=O. As a reaction SMILES: [CH3:12][C:13](=[O:14])[O:15][C:16](=[O:17])[CH3:18].[CH3:19][N:20]([CH3:21])[c:22]1[cH:23][cH:24][n:25][cH:26][cH:27]1.[CH3:1][N:2]1[C:3](=[O:4])[N:5]([CH3:11])[C:6](=[O:7])[CH2:8][C:9]1=[O:10].[Cl:28][CH2:29][Cl:30]>>[CH3:1][N:2]1[C:3](=[O:4])[N:5]([CH3:11])[C:6](=[O:7])[CH:8]([C:13]([CH3:12])=[O:14])[C:9]1=[O:10]. Reaction SMILES: F[C:2]1[CH:10]=[CH:9][C:8]([S:11]([CH3:14])(=[O:13])=[O:12])=[CH:7][C:3]=1[C:4]([OH:6])=[O:5].[F:15][C:16]([F:22])([F:21])[CH:17]([OH:20])[CH2:18][CH3:19]>>[CH3:14][S:11]([C:8]1[CH:9]=[CH:10][C:2]([O:20][CH:17]([C:16]([F:22])([F:21])[F:15])[CH2:18][CH3:19])=[C:3]([CH:7]=1)[C:4]([OH:6])=[O:5])(=[O:13])=[O:12]. The product is CS(=O)(=O)C=1C=CC(=C(C(=O)O)C1)OC(CC)C(F)(F)F (rac-5-Methanesulfonyl-2-(1-trifluoromethyl-propoxy)-benzoic acid). Starting materials: FC1=C(C(=O)O)C=C(C=C1)S(=O)(=O)C (2-Fluoro-5-methanesulfonyl-benzoic acid), FC(C(CC)O)(F)F (rac-1,1,1-Trifluoro-butan-2-ol). Procedure details: Prepared in analogy to Example B4(c) from 2-Fluoro-5-methanesulfonyl-benzoic acid (example B4(b)) and rac-1,1,1-Trifluoro-butan-2-ol (CAS: 431-36-7). White solid. MS (m/e): 325.0 ([M−H], 100%).